Task: describe an organic reaction: reactants, conditions, products, and yield. Dataset: the Open Reaction Database (ORD), a public repository of structured organic reaction records Reactants: ClCC=1N=C2N(C=CC=C2C(=O)OCC)C1 (Ethyl 2-chloromethylimidazo[1,2-a]pyridine-8-carboxylate), C([O-])(O)=O.[Na+] (sodium bicarbonate). Run in Cl (hydrochloric acid). Product: ClCC=1N=C2N(C=CC=C2C(=O)O)C1 (2-chloromethylimidazo[1,2-a]-pyridine-8-carboxylic acid). Yield: 76.5%. Reaction SMILES: [Cl:1][CH2:2][C:3]1[N:4]=[C:5]2[C:10]([C:11]([O:13]CC)=[O:12])=[CH:9][CH:8]=[CH:7][N:6]2[CH:16]=1.C(=O)(O)[O-].[Na+]>Cl>[Cl:1][CH2:2][C:3]1[N:4]=[C:5]2[C:10]([C:11]([OH:13])=[O:12])=[CH:9][CH:8]=[CH:7][N:6]2[CH:16]=1 |f:1.2|. Procedure: Ethyl 2-chloromethylimidazo[1,2-a]pyridine-8-carboxylate (8.4 g, 35.2 m moles) was added to conc. hydrochloric acid 1100 ml), and the mixture was refluxed under heating for 5 hours. The reaction mixture was cooled to room temperature and adjusted to pH 4 with saturated aqueous solution of sodium bicarbonate. The precipitating crystals were collected by filtration to give the object compound (5.67 g, yield 98.4%) as crystal. m.p. 250° C. (decomp.). The reactants are O=C([O-])O, CC(C)(C)OC(=O)N1CCC2(CC1)COC2, ClCCl, [Na+], O=C(O)C(F)(F)F. Product: C1CC2(CCN1)COC2. Reaction SMILES: [C:24](=[O:25])([O-:26])[OH:27].[CH2:8]1[O:9][CH2:10][C:11]12[CH2:12][CH2:13][N:14]([C:17]([O:18][C:19]([CH3:20])([CH3:21])[CH3:22])=[O:23])[CH2:15][CH2:16]2.[Cl:29][CH2:30][Cl:31].[Na+:28].[OH:1][C:2]([C:3]([F:4])([F:5])[F:6])=[O:7]>>[CH2:8]1[O:9][CH2:10][C:11]12[CH2:12][CH2:13][NH:14][CH2:15][CH2:16]2. The reactants are CCCCCCCCCCCC(=O)Cl, O=C([O-])O, CNCCCN(C)C, ClC(Cl)Cl, CCN(C(C)C)C(C)C, [Na+]. Product: CCCCCCCCCCCC(=O)N(C)CCCN(C)C. RXN SMILES: [C:18]([CH2:19][CH2:20][CH2:21][CH2:22][CH2:23][CH2:24][CH2:25][CH2:26][CH2:27][CH2:28][CH3:29])(=[O:30])[Cl:31].[C:32](=[O:33])([OH:34])[O-:35].[CH3:1][N:2]([CH2:3][CH2:4][CH2:5][NH:6][CH3:7])[CH3:8].[CH:37]([Cl:38])([Cl:39])[Cl:40].[CH:9]([N:10]([CH2:11][CH3:12])[CH:13]([CH3:14])[CH3:15])([CH3:16])[CH3:17].[Na+:36]>>[CH3:1][N:2]([CH2:3][CH2:4][CH2:5][N:6]([CH3:7])[C:18]([CH2:19][CH2:20][CH2:21][CH2:22][CH2:23][CH2:24][CH2:25][CH2:26][CH2:27][CH2:28][CH3:29])=[O:30])[CH3:8]. Reactants: CC(CC=1C(=C2C=C(C(NC2=C(C1)C)=O)C)O)=C (6-(2-methyl-2-propenyl)-5-hydroxy-3,8-dimethylcarbostyril), prisms, BrN1C(CCC1=O)=O (N-bromsuccinimide). Yields the product BrCC1(CC=2C(=C3C=C(C(NC3=C(C2)C)=O)C)O1)C (2-Bromomethyl-2,5,8-trimethyl-2,3,6,7-tetrahydrofuro[2,3-f]quinoline-7-one). Yield: 90.1%. As a reaction SMILES: [CH3:1][C:2](=[CH2:18])[CH2:3][C:4]1[C:5]([OH:17])=[C:6]2[C:11](=[C:12]([CH3:14])[CH:13]=1)[NH:10][C:9](=[O:15])[C:8]([CH3:16])=[CH:7]2.[Br:19]N1C(=O)CCC1=O>>[Br:19][CH2:18][C:2]1([CH3:1])[O:17][C:5]2=[C:6]3[C:11](=[C:12]([CH3:14])[CH:13]=[C:4]2[CH2:3]1)[NH:10][C:9](=[O:15])[C:8]([CH3:16])=[CH:7]3. Reported procedure: Reaction, past-process, and recrystallization (chloroform-methanol-ether) were performed in a manner similar to that described in Example 277 using 6-(2-methyl-2-propenyl)-5-hydroxy-3,8-dimethylcarbostyril (3.29 g, 13.54 mmol) and N-bromsuccinimide (2.41 g, 13.54 mmol). As a result, 3.93 g of the title compound was obtained as pale yellow prisms (90.1%). Solvent: CN1CCCC1=O (NMP), CCOC(=O)C (EtOAc). Reported procedure: To a stirred solution of 7-bromo-6-dimethylcarbamoylthio-3-(2,2,2-trifluoroacetyl)-2,3,4,5-tetrahydro-1H-benzo[d]azepine (1.383 g, 3.254 mmol), in NMP (40 ml) add sodium trifluoromethyl acetate (3.54 g, 26.03 mmol), copper(I) iodide (2.47 g, 13.0 mmol) and heat the mixture at 180° C. for 4 h. Cool to ambient temperature. Dilute with EtOAc, water and remove the copper solid residue by filtration. Separate the layers of filtrate and extract the aqueous layer three times with EtOAc. Dry over anhydr... The yield is 74.0%. Run at temperature 180 celsius. The product is C(C)(C)(C)OC(=O)N1CCC2=C(CC1)C(=C(C=C2)C(F)(F)F)SC(N(C)C)=O (3-tert-Butoxycarbonyl-6-dimethylcarbamoylthio-7-trifluoromethyl-2,3,4,5-tetrahydro-benzo[d]azepine). Reagents/catalysts: [Cu]I (copper(I) iodide). Reaction SMILES: Br[C:2]1[CH:18]=[CH:17][C:5]2[CH2:6][CH2:7][N:8]([C:11](=[O:16])C(F)(F)F)[CH2:9][CH2:10][C:4]=2[C:3]=1[S:19][C:20](=[O:24])[N:21]([CH3:23])[CH3:22].C(O[C:29]([F:32])([F:31])[F:30])(=O)C.[Na].[OH2:34]>CN1C(=O)CCC1.CCOC(C)=O.[Cu]I>[C:4]([O:34][C:11]([N:8]1[CH2:9][CH2:10][C:4]2[C:3]([S:19][C:20](=[O:24])[N:21]([CH3:22])[CH3:23])=[C:2]([C:29]([F:30])([F:31])[F:32])[CH:18]=[CH:17][C:5]=2[CH2:6][CH2:7]1)=[O:16])([CH3:10])([CH3:5])[CH3:3] |f:1.2,^1:32|. Reactants: BrC1=C(C2=C(CCN(CC2)C(C(F)(F)F)=O)C=C1)SC(N(C)C)=O (7-bromo-6-dimethylcarbamoylthio-3-(2,2,2-trifluoroacetyl)-2,3,4,5-tetrahydro-1H-benzo[d]azepine), C(C)(=O)OC(F)(F)F.[Na] (sodium trifluoromethyl acetate), O (water).